Dataset: the Open Reaction Database (ORD), a public repository of structured organic reaction records. Task: describe an organic reaction: reactants, conditions, products, and yield The reactants are OC=1C=2C(N=CC1C(=O)OCC)=NN(C2)C (4-hydroxy-2-methyl-2H-pyrazolo[3,4-b]pyridine-5-carboxylic acid, ethyl ester), C(C)I (ethyl iodide), C([O-])([O-])=O.[K+].[K+] (potassium carbonate). Run in CN(C=O)C (dimethylformamide). Product: C(C)N1C=2C(C(C(=C1)C(=O)OCC)=O)=CN(N2)C (7-ethyl-4,7-dihydro-2-methyl-4-oxo-2H-pyrazolo[3,4-b]pyridine-5-carboxylic acid, ethyl ester). Reaction SMILES: [OH:1][C:2]1[C:3]2[C:4](=[N:13][N:14]([CH3:16])[CH:15]=2)[N:5]=[CH:6][C:7]=1[C:8]([O:10][CH2:11][CH3:12])=[O:9].[CH2:17](I)[CH3:18].C(=O)([O-])[O-].[K+].[K+]>CN(C)C=O>[CH2:17]([N:5]1[CH:6]=[C:7]([C:8]([O:10][CH2:11][CH3:12])=[O:9])[C:2](=[O:1])[C:3]2=[CH:15][N:14]([CH3:16])[N:13]=[C:4]12)[CH3:18] |f:2.3.4|. Procedure: 22.1 g. of 4-hydroxy-2-methyl-2H-pyrazolo[3,4-b]pyridine-5-carboxylic acid, ethyl ester (0.1 mol.), 17.1 g. of ethyl iodide and 21 g. of potassium carbonate (0.15 mol.) are stirred together in 200 ml. of dimethylformamide at 80° for 12 hours. The inorganic precipitate is filtered off and the filtrate evaporated to dryness. Recrystallization of the residue with ethyl acetate yields 18.2 g. of 7-ethyl-4,7-dihydro-2-methyl-4-oxo-2H-pyrazolo[3,4-b]pyridine-5-carboxylic acid, ethyl ester, yield (73%)...